This data is from the Open Reaction Database (ORD), a public repository of structured organic reaction records. The task is: describe an organic reaction: reactants, conditions, products, and yield Reactants: Cc1ccc(O)c2c1CCC2=O, O=C(CCl)NCO, O=S(=O)(O)O. Product: Cc1cc(CNC(=O)CCl)c(O)c2c1CCC2=O. As a reaction SMILES: [CH3:1][c:2]1[c:3]2[c:7]([c:8]([OH:11])[cH:9][cH:10]1)[C:6](=[O:12])[CH2:5][CH2:4]2.[OH:13][CH2:14][NH:15][C:16]([CH2:17][Cl:18])=[O:19].[S:20](=[O:21])(=[O:22])([OH:23])[OH:24]>>[CH3:1][c:2]1[c:3]2[c:7]([c:8]([OH:11])[c:9]([CH2:14][NH:15][C:16]([CH2:17][Cl:18])=[O:19])[cH:10]1)[C:6](=[O:12])[CH2:5][CH2:4]2. The product is C(C)OC1=CC=C(C=C1)[Si](CO)(C)C (2-(4-ethoxyphenyl)-2-methyl-2-silapropanol). The yield is 86.4%. Conditions: time 4.5 hour. RXN SMILES: [H-].[Al+3].[Li+].[H-].[H-].[H-].C([O:10][CH2:11][Si:12]([C:15]1[CH:20]=[CH:19][C:18]([O:21][CH2:22][CH3:23])=[CH:17][CH:16]=1)([CH3:14])[CH3:13])(=O)C.[OH-].[Na+].S(=O)(=O)(O)O>C(OCC)C.O>[CH2:22]([O:21][C:18]1[CH:19]=[CH:20][C:15]([Si:12]([CH3:13])([CH3:14])[CH2:11][OH:10])=[CH:16][CH:17]=1)[CH3:23] |f:0.1.2.3.4.5,7.8|. The reactants are C(C)(=O)OC[Si](C)(C)C1=CC=C(C=C1)OCC (2-(4-ethoxyphenyl)-2-methyl-2-silapropyl acetate), S(O)(O)(=O)=O (sulfuric acid), solution, [OH-].[Na+] (sodium hydroxide), [H-].[Al+3].[Li+].[H-].[H-].[H-] (lithium aluminum hydride). Procedure details: To 48 ml of a 1M diethyl ether solution of lithium aluminum hydride (1.82 g, 0.048 mole) that had been cooled to 0° C. was added dropwise a solution of 11.0 g (0.044 mole) of 2-(4-ethoxyphenyl)-2-methyl-2-silapropyl acetate in 50 ml of diethyl ether. Fifteen minutes after the addition was complete, the reaction mixture was allowed to warm to room temperature, and it was stirred for 4.5 hours. To the reaction mixture were then added sequentially 1.8 ml of water, 1.8 ml of an aqueous 15% solution ... Solvent: C(C)OCC (diethyl ether), O (water), O (water), C(C)OCC (diethyl ether). Starting materials: C1CCNCC1, COC(=O)C=Cc1ccccc1N=C=Nc1ccccc1, c1ccccc1. Product: COC(=O)CC1c2ccccc2N=C(N2CCCCC2)N1c1ccccc1. RXN SMILES: [CH2:22]1[CH2:23][CH2:24][NH:25][CH2:26][CH2:27]1.[c:1]1([N:7]=[C:8]=[N:9][c:10]2[c:11]([CH:16]=[CH:17][C:18](=[O:19])[O:20][CH3:21])[cH:12][cH:13][cH:14][cH:15]2)[cH:2][cH:3][cH:4][cH:5][cH:6]1.[cH:28]1[cH:29][cH:30][cH:31][cH:32][cH:33]1>>[c:1]1([N:7]2[C:8]([N:25]3[CH2:24][CH2:23][CH2:22][CH2:27][CH2:26]3)=[N:9][c:10]3[c:11]([cH:12][cH:13][cH:14][cH:15]3)[CH:16]2[CH2:17][C:18](=[O:19])[O:20][CH3:21])[cH:2][cH:3][cH:4][cH:5][cH:6]1. Reactants: CC(C)=O, [Na+], C=C(C)C(C(=O)OCc1c(Cl)c(OC)c(OC)c(OC)c1Cl)N1C(=O)C(NC(=O)COc2ccccc2)C1SSc1nc2c(C)cccc2s1, N#CS(=O)(=O)c1ccccc1, O=S([O-])c1ccccc1. Yields the product C=C(C)C(C(=O)OCc1c(Cl)c(OC)c(OC)c(OC)c1Cl)N1C(=O)C(NC(=O)COc2ccccc2)C1SS(=O)(=O)c1ccccc1. Reaction SMILES: [CH3:72][C:73](=[O:74])[CH3:75].[Na+:71].[O:1]([c:2]1[cH:3][cH:4][cH:5][cH:6][cH:7]1)[CH2:8][C:9](=[O:10])[NH:11][CH:12]1[C:13](=[O:50])[N:14]([CH:28]([C:29](=[O:30])[O:31][CH2:32][c:33]2[c:34]([Cl:46])[c:35]([O:44][CH3:45])[c:36]([O:42][CH3:43])[c:37]([O:40][CH3:41])[c:38]2[Cl:39])[C:47](=[CH2:48])[CH3:49])[CH:15]1[S:16][S:17][c:18]1[s:19][c:20]2[cH:21][cH:22][cH:23][c:24]([CH3:25])[c:26]2[n:27]1.[c:51]1([S:57](=[O:58])(=[O:59])[C:60]#[N:61])[cH:52][cH:53][cH:54][cH:55][cH:56]1.[c:62]1([S:63]([O-:64])=[O:65])[cH:66][cH:67][cH:68][cH:69][cH:70]1>>[O:1]([c:2]1[cH:3][cH:4][cH:5][cH:6][cH:7]1)[CH2:8][C:9](=[O:10])[NH:11][CH:12]1[C:13](=[O:50])[N:14]([CH:28]([C:29](=[O:30])[O:31][CH2:32][c:33]2[c:34]([Cl:46])[c:35]([O:44][CH3:45])[c:36]([O:42][CH3:43])[c:37]([O:40][CH3:41])[c:38]2[Cl:39])[C:47](=[CH2:48])[CH3:49])[CH:15]1[S:16][S:57]([c:51]1[cH:52][cH:53][cH:54][cH:55][cH:56]1)(=[O:58])=[O:59]. The reactants are BrC1=CC(=C(OCCN(C(OC(C)(C)C)=O)C)C=C1)C=O (t-butyl 2-(4-bromo-2-formylphenoxy)ethylmethylcarbamate), C(=O)(C(F)(F)F)O (TFA). Run in C(Cl)Cl (CH2Cl2). Conditions: time 9 hour. Product: FC(C(=O)O)(F)F.BrC=1C=CC(=C(C=O)C1)OCCNC (5-bromo-2-(2-methylaminoethoxy)-benzaldehyde trifluoro acetic acid). Reaction SMILES: [Br:1][C:2]1[CH:19]=[CH:18][C:5]([O:6][CH2:7][CH2:8][N:9](C)[C:10](=O)OC(C)(C)C)=[C:4]([CH:20]=[O:21])[CH:3]=1.[C:22]([OH:28])([C:24]([F:27])([F:26])[F:25])=[O:23]>C(Cl)Cl>[F:25][C:24]([F:27])([F:26])[C:22]([OH:28])=[O:23].[Br:1][C:2]1[CH:19]=[CH:18][C:5]([O:6][CH2:7][CH2:8][NH:9][CH3:10])=[C:4]([CH:3]=1)[CH:20]=[O:21] |f:3.4|. Procedure: To a solution of t-butyl 2-(4-bromo-2-formylphenoxy)ethylmethylcarbamate (1.26 g, 3.52 mmol) in CH2Cl2 (50 ml) was added TFA (4.01 g, 2.71 mmol 35.17 mmol) at 0° C., followed by stirring for 9 hours. Thereafter, the reaction solution was concentrated in a vacuum and completely dried to afford the object compound (dark brown oil, suitable amount). Starting materials: Cl (Hydrogen chloride), COC1=C(C(C(=O)O)=CC=C1OC)N (3,4-dimethoxyanthranilic acid), CO (methanol), Cl (hydrogen chloride). The product is COC(C=1C(N)=C(C(=CC1)OC)OC)=O (Methyl-3,4-dimethoxyanthranilate). The yield is 82.0%. RXN SMILES: Cl.[CH3:2][O:3][C:4]1[C:12]([O:13][CH3:14])=[CH:11][CH:10]=[C:6]([C:7]([OH:9])=[O:8])[C:5]=1[NH2:15].[CH3:16]O>>[CH3:16][O:8][C:7](=[O:9])[C:6]1[C:5](=[C:4]([O:3][CH3:2])[C:12]([O:13][CH3:14])=[CH:11][CH:10]=1)[NH2:15]. Procedure details: Hydrogen chloride was passed into a solution of 3,4-dimethoxyanthranilic acid (100 g., 0.51 mole) in 1.5 liters methanol for 40 minutes. The reaction mixture was refluxed for 4 days while introducing hydrogen chloride gas intermittently. The solvent was removed in vacuo, and the residual white solid was dissolved in 500 ml. water, cooled and basified to pH 10 with sodium hydroxide solution. After cooling for an additional hour, the cream color product (87.0 g., 82% yield) was filtered. Recrystal... Reactants: ClC=1C=C(C=CC1Cl)CC(=O)O (3,4-dichlorophenylacetic acid), C1(CCCCC1)N=C=NC1CCCCC1 (N,N'-dicyclohexylcarbodiimide), C(C)(=O)OCC (ethyl acetate), OCCCC1=CC(=C(C=C1)[C@@H]1CC[C@H](CC1)NC)CNC (trans-4-[4-(3-hydroxypropyl)methylaminomethylphenyl]-N-methylcyclohexylamine). The solvent is C=1(C(=CC=CC1)C)C (xylene). Reaction conditions: temperature 50 celsius, time 8 hour. The product is ClC=1C=C(C=CC1Cl)CC(=O)N(C)[C@@H]1CC[C@H](CC1)C1=C(C=C(C=C1)CCCO)CNC (trans-N-(3,4-Dichlorophenylacetyl)-N-methyl-4-[4-(3-hydroxypropyl)methylaminomethylphenyl]cyclohexylamine). As a reaction SMILES: [Cl:1][C:2]1[CH:3]=[C:4]([CH2:9][C:10]([OH:12])=O)[CH:5]=[CH:6][C:7]=1[Cl:8].C1(N=C=NC2CCCCC2)CCCCC1.[OH:28][CH2:29][CH2:30][CH2:31][C:32]1[CH:37]=[CH:36][C:35]([C@H:38]2[CH2:43][CH2:42][C@H:41]([NH:44][CH3:45])[CH2:40][CH2:39]2)=[C:34]([CH2:46][NH:47][CH3:48])[CH:33]=1.C(OCC)(=O)C>C1(C)C(C)=CC=CC=1>[Cl:1][C:2]1[CH:3]=[C:4]([CH2:9][C:10]([N:44]([C@H:41]2[CH2:40][CH2:39][C@H:38]([C:35]3[CH:36]=[CH:37][C:32]([CH2:31][CH2:30][CH2:29][OH:28])=[CH:33][C:34]=3[CH2:46][NH:47][CH3:48])[CH2:43][CH2:42]2)[CH3:45])=[O:12])[CH:5]=[CH:6][C:7]=1[Cl:8]. Procedure details: 141 mg (0.68 mMol) of 3,4-dichlorophenylacetic acid in 5 ml of xylene are mixed with 112 mg (0.54 mMol) of N,N'-dicyclohexylcarbodiimide and heated to 50° C. for 1 hour. After the addition of 200 mg (0.68 mMol) of trans-4-[4-(3-hydroxypropyl)methylaminomethylphenyl]-N-methylcyclohexylamine the mixture is stirred overnight at 140° C. After cooling to ambient temperature and adding ethyl acetate, the mixture is washed with water and saturated saline solution, then dried and evaporated down. After ... Reactants: CC=1NC=C(N1)C#CC=1C=C(C#N)C=CC1 (3-(2-methyl-1H-imidazol-4-ylethynyl)-benzonitrile), ClC1=NC=CC(=N1)C (2-chloro-4-methyl-pyrimidine). Product: CC=1N(C=C(N1)C#CC=1C=C(C#N)C=CC1)C1=NC=CC(=N1)C (3-[2-Methyl-1-(4-methyl-pyrimidin-2-yl)-1H-imidazol-4-ylethynyl]-benzonitrile). RXN SMILES: [CH3:1][C:2]1[NH:3][CH:4]=[C:5]([C:7]#[C:8][C:9]2[CH:10]=[C:11]([CH:14]=[CH:15][CH:16]=2)[C:12]#[N:13])[N:6]=1.Cl[C:18]1[N:23]=[C:22]([CH3:24])[CH:21]=[CH:20][N:19]=1>>[CH3:1][C:2]1[N:3]([C:18]2[N:23]=[C:22]([CH3:24])[CH:21]=[CH:20][N:19]=2)[CH:4]=[C:5]([C:7]#[C:8][C:9]2[CH:10]=[C:11]([CH:14]=[CH:15][CH:16]=2)[C:12]#[N:13])[N:6]=1. Reported procedure: The title compound, MS: m/e=300.4 (M+H+), was prepared in accordance with the general method of example 1 from 3-(2-methyl-1H-imidazol-4-ylethynyl)-benzonitrile and 2-chloro-4-methyl-pyrimidine. Starting materials: C(=C)C1=CC=NC=C1 (4-vinylpyridine), C(C1=CC=CC=C1)(=O)NC1CCNCC1 (4-benzamidopiperidine), C(C)(=O)O (acetic acid). Run in CO (methanol). Yields the product N1=CC=C(C=C1)CCN1CCC(CC1)NC(C1=CC=CC=C1)=O (1-[2-(4-Pyridyl)ethyl]-4-benzamidopiperidine). As a reaction SMILES: [CH:1]([C:3]1[CH:8]=[CH:7][N:6]=[CH:5][CH:4]=1)=[CH2:2].[C:9]([NH:17][CH:18]1[CH2:23][CH2:22][NH:21][CH2:20][CH2:19]1)(=[O:16])[C:10]1[CH:15]=[CH:14][CH:13]=[CH:12][CH:11]=1.C(O)(=O)C>CO>[N:6]1[CH:7]=[CH:8][C:3]([CH2:1][CH2:2][N:21]2[CH2:22][CH2:23][CH:18]([NH:17][C:9](=[O:16])[C:10]3[CH:15]=[CH:14][CH:13]=[CH:12][CH:11]=3)[CH2:19][CH2:20]2)=[CH:4][CH:5]=1. Reported procedure: A mixture of 4-vinylpyridine (578 mg.), 4-benzamidopiperidine (1.02 g.), acetic acid (330 mg.) and methanol (5 ml.) was refluxed for 8 hours, cooled, and evaporated. The residue in water was basified with potassium carbonate and the resulting solid was collected. Recrystallisation from aqueous ethanol gave the product (1.24 g.) m.p. 193°-5° C. (Found: C, 73.3; H, 7.4; N, 13.3. C19H23N3O requires C, 73.75; H, 7.4; N, 13.3%.).